Dataset: the Open Reaction Database (ORD), a public repository of structured organic reaction records. Task: describe an organic reaction: reactants, conditions, products, and yield The reactants are C(Cl)Cl (CH2Cl2), ClC1=NC=C(C=N1)NC(=O)C=1C=C(C=CC1C)NC(C1=C(C(=CC=C1)C(F)(F)F)C)=O (N-(3-(((2-chloro-5-pyrimidinyl)amino)carbonyl)-4-methylphenyl)-2-methyl-3-(trifluoromethyl)benzamide), N1=CC(=CC=C1)CN (pyridin-3-ylmethanamine), CC(C)O (IPA), CCN(C(C)C)C(C)C (DIEA). Run at temperature 140 celsius. The product is 90/10/1, C(Cl)Cl.CO.N (CH2Cl2 MeOH NH3), CC1=C(C(=O)NC2=CC(=C(C=C2)C)C(=O)NC=2C=NC(=NC2)NCC2=NC=CC=C2)C=CC=C1C(F)(F)F (2-methyl-N-(4-methyl-3-(((2-((2-pyridinylmethyl)amino)-5-pyrimidinyl)amino)carbonyl)phenyl)-3-(trifluoromethyl)benzamide). The yield is 3.0%. As a reaction SMILES: Cl[C:2]1[N:7]=[CH:6][C:5]([NH:8][C:9]([C:11]2[CH:12]=[C:13]([NH:18][C:19](=[O:31])[C:20]3[CH:25]=[CH:24][CH:23]=[C:22]([C:26]([F:29])([F:28])[F:27])[C:21]=3[CH3:30])[CH:14]=[CH:15][C:16]=2[CH3:17])=[O:10])=[CH:4][N:3]=1.[N:32]1[CH:37]=[CH:36][CH:35]=[C:34](CN)[CH:33]=1.CC(O)C.C[CH2:45][N:46](C(C)C)C(C)C.[CH2:53]([Cl:55])[Cl:54]>>[CH2:53]([Cl:55])[Cl:54].[CH3:9][OH:10].[NH3:3].[CH3:30][C:21]1[C:22]([C:26]([F:29])([F:28])[F:27])=[CH:23][CH:24]=[CH:25][C:20]=1[C:19]([NH:18][C:13]1[CH:14]=[CH:15][C:16]([CH3:17])=[C:11]([C:9]([NH:8][C:5]2[CH:4]=[N:3][C:2]([NH:46][CH2:45][C:37]3[CH:36]=[CH:35][CH:34]=[CH:33][N:32]=3)=[N:7][CH:6]=2)=[O:10])[CH:12]=1)=[O:31] |f:5.6.7|. Procedure details: A small microwave reaction vessel was charged with N-(3-(((2-chloro-5-pyrimidinyl)amino)carbonyl)-4-methylphenyl)-2-methyl-3-(trifluoromethyl)benzamide 19 (0.100 g, 0.22 mmol), pyridin-3-ylmethanamine (0.091 ml, 0.89 mmol) and IPA (1 mL). DIEA (0.058 ml, 0.33 mmol) was added and the vessel was sealed. The reaction mixture was stirred and heated in a Smith Synthesizer® microwave reactor (Personal Chemistry, Inc., Upssala, Sweden) at 140° C. for 30 min. After monitoring the reaction by LCMS and fi... The product is FC1=CC2=C(SC(=C2C)C(C=2C(C(C2O)(C2=CC=CC=C2)C)=O)C2=CC=CC=C2)C=C1 (2-[(5-Fluoro-3-methyl-benzo[b]thiophen-2-yl)-phenyl-methyl]-3-hydroxy-4-methyl-4-phenyl-cyclobut-2-enone). Reaction SMILES: [CH3:1][C:2]1([C:8]2[CH:13]=[CH:12][CH:11]=[CH:10][CH:9]=2)[C:5](=[O:6])[CH2:4][C:3]1=[O:7].[F:14][C:15]1[CH:32]=[CH:31][C:18]2[S:19][C:20]([CH:23]([C:25]3[CH:30]=[CH:29][CH:28]=[CH:27][CH:26]=3)O)=[C:21]([CH3:22])[C:17]=2[CH:16]=1>>[F:14][C:15]1[CH:32]=[CH:31][C:18]2[S:19][C:20]([CH:23]([C:25]3[CH:30]=[CH:29][CH:28]=[CH:27][CH:26]=3)[C:4]3[C:3](=[O:7])[C:2]([CH3:1])([C:8]4[CH:13]=[CH:12][CH:11]=[CH:10][CH:9]=4)[C:5]=3[OH:6])=[C:21]([CH3:22])[C:17]=2[CH:16]=1. Procedure details: Using general procedure D, 2-methyl-2-phenyl-cyclobutane-1,3-dione (Lit. 1) was reacted with (5-fluoro-3-methyl-benzo[b]thiophen-2-yl)-phenyl-methanol to give the title compound as a colorless solid. MS: 427.5 ([M−H]−). Reactants: CC1(C(CC1=O)=O)C1=CC=CC=C1 (2-methyl-2-phenyl-cyclobutane-1,3-dione), FC1=CC2=C(SC(=C2C)C(O)C2=CC=CC=C2)C=C1 ((5-fluoro-3-methyl-benzo[b]thiophen-2-yl)-phenyl-methanol).